The task is: describe an organic reaction: reactants, conditions, products, and yield. This data is from the Open Reaction Database (ORD), a public repository of structured organic reaction records. The reactants are Cc1ccc(NC(=O)c2ccc(CN3CCCN(C)CC3)cc2)cc1Nc1nccc(-c2cccnc2)n1, CS(=O)(=O)O, CCO. Product: Cc1ccc(NC(=O)c2ccc(CN3CCCN(C)CC3)cc2)cc1Nc1nccc(-c2cccnc2)n1, CS(=O)(=O)O. RXN SMILES: [CH3:1][N:2]1[CH2:3][CH2:4][N:5]([CH2:9][c:10]2[cH:11][cH:12][c:13]([C:14](=[O:15])[NH:16][c:17]3[cH:18][c:19]([NH:24][c:25]4[n:26][cH:27][cH:28][c:29](-[c:31]5[cH:32][n:33][cH:34][cH:35][cH:36]5)[n:30]4)[c:20]([CH3:23])[cH:21][cH:22]3)[cH:37][cH:38]2)[CH2:6][CH2:7][CH2:8]1.[CH3:39][S:40]([OH:41])(=[O:42])=[O:43].[CH3:44][CH2:45][OH:46]>>[CH3:1][N:2]1[CH2:3][CH2:4][N:5]([CH2:9][c:10]2[cH:11][cH:12][c:13]([C:14](=[O:15])[NH:16][c:17]3[cH:18][c:19]([NH:24][c:25]4[n:26][cH:27][cH:28][c:29](-[c:31]5[cH:32][n:33][cH:34][cH:35][cH:36]5)[n:30]4)[c:20]([CH3:23])[cH:21][cH:22]3)[cH:37][cH:38]2)[CH2:6][CH2:7][CH2:8]1.[CH3:39][S:40](=[O:41])(=[O:42])[OH:43]. Starting materials: NC(=O)N (Urea), C(C)N=C=O (ethyl isocyanate), COC(=O)C1=C(C2=C(C=3C=CC=C(C3S2)NCC2CCCCC2)S1)OCC(=O)OCC (7-(Cyclohexylmethyl-amino)-1-ethoxycarbonylmethoxy-3,8-dithia-cyclopenta[a]indene-2-carboxylic acid methyl ester). The reagents and catalysts are CN(C)C=1C=CN=CC1 (DMAP). Run in ClCCCl (DCE). Product: COC(=O)C1=C(C2=C(C=3C=CC=C(C3S2)N(C(=O)NCC)CC2CCCCC2)S1)OCC(=O)OCC (7-(1-Cyclohexylmethyl-3-ethyl-ureido)-1-ethoxycarbonylmethoxy-3,8-dithia-cyclopenta[a]indene-2-carboxylic acid methyl ester). The yield is 43.3%. RXN SMILES: NC(N)=O.[CH2:5]([N:7]=[C:8]=[O:9])[CH3:6].[CH3:10][O:11][C:12]([C:14]1[S:33][C:17]2[C:18]3[CH:19]=[CH:20][CH:21]=[C:22]([NH:25][CH2:26][CH:27]4[CH2:32][CH2:31][CH2:30][CH2:29][CH2:28]4)[C:23]=3[S:24][C:16]=2[C:15]=1[O:34][CH2:35][C:36]([O:38][CH2:39][CH3:40])=[O:37])=[O:13]>CN(C1C=CN=CC=1)C.ClCCCl>[CH3:10][O:11][C:12]([C:14]1[S:33][C:17]2[C:18]3[CH:19]=[CH:20][CH:21]=[C:22]([N:25]([CH2:26][CH:27]4[CH2:32][CH2:31][CH2:30][CH2:29][CH2:28]4)[C:8]([NH:7][CH2:5][CH3:6])=[O:9])[C:23]=3[S:24][C:16]=2[C:15]=1[O:34][CH2:35][C:36]([O:38][CH2:39][CH3:40])=[O:37])=[O:13]. Procedure: Step B Urea Formation: Addition of ethyl isocyanate (0.5 mL, 6.5 mmol) to 7-(Cyclohexylmethyl-amino)-1-ethoxycarbonylmethoxy-3,8-dithia-cyclopenta[a]indene-2-carboxylic acid methyl ester (60 mg, 0.13 mmol) was carried out following a procedure similar to that delineated in Step B, Example 27, with the following exceptions: co-solvent (DCE), addition of catalytic DMAP, temperature (70° C. vs. ambient), and total reaction time (100+ hours), affording 30 mg of 7-(1-Cyclohexylmethyl-3-ethyl-ureido)-...